describe an organic reaction: reactants, conditions, products, and yield From a dataset of the Open Reaction Database (ORD), a public repository of structured organic reaction records. The reactants are BrCC1CC(C1)(N1N=CC(=C1)C=1C2=C(N=CN1)N(C=C2)COCC[Si](C)(C)C)CC#N (3-(Bromomethyl)-1-[4-(7-[2-(trimethylsilyl)ethoxy]methyl-7H-pyrrolo[2,3-d]pyrimidin-4-yl)-1H-pyrazol-1-yl]cyclobutylacetonitrile), [BH4-].[Na+] (sodium tetrahydroborate). Solvent: CN(C)C=O (DMF). The product is CC1CC(C1)(N1N=CC(=C1)C=1C2=C(N=CN1)N(C=C2)COCC[Si](C)(C)C)CC#N (3-methyl-1-[4-(7-[2-(trimethylsilyl)ethoxy]methyl-7H-pyrrolo[2,3-d]pyrimidin-4-yl)-1H-pyrazol-1-yl]cyclobutylacetonitrile). Reaction SMILES: Br[CH2:2][CH:3]1[CH2:6][C:5]([CH2:29][C:30]#[N:31])([N:7]2[CH:11]=[C:10]([C:12]3[C:13]4[CH:20]=[CH:19][N:18]([CH2:21][O:22][CH2:23][CH2:24][Si:25]([CH3:28])([CH3:27])[CH3:26])[C:14]=4[N:15]=[CH:16][N:17]=3)[CH:9]=[N:8]2)[CH2:4]1.[BH4-].[Na+]>CN(C=O)C>[CH3:2][CH:3]1[CH2:4][C:5]([CH2:29][C:30]#[N:31])([N:7]2[CH:11]=[C:10]([C:12]3[C:13]4[CH:20]=[CH:19][N:18]([CH2:21][O:22][CH2:23][CH2:24][Si:25]([CH3:27])([CH3:26])[CH3:28])[C:14]=4[N:15]=[CH:16][N:17]=3)[CH:9]=[N:8]2)[CH2:6]1 |f:1.2|. Procedure: 3-(Bromomethyl)-1-[4-(7-[2-(trimethylsilyl)ethoxy]methyl-7H-pyrrolo[2,3-d]pyrimidin-4-yl)-1H-pyrazol-1-yl]cyclobutylacetonitrile (0.65 g, 0.0013 mol) was reacted with sodium tetrahydroborate (0.096 g, 0.0026 mol) in DMF (5.2 mL) (˜0.5 M) at rt under nitrogen for 3h. The reaction was quenched with water and extracted with dichloromethane. The organic layers were washed with water, brine, dried over MgSO4 and concentrated to give a yellow oil, the desired product as cis- and trans-isomer mixtures.... Starting materials: CCCC[Sn](Cl)(Cl)CCCC, COC(=O)c1sc(C2=CCC(C)(C)CC2)cc1N, [SiH3]c1ccccc1, CCC(CCC(C)=O)n1cncn1. Product: COC(=O)c1sc(C2=CCC(C)(C)CC2)cc1NC1CCC(n2cncn2)CC1. RXN SMILES: [CH2:32]([Sn:33]([Cl:34])([Cl:35])[CH2:36][CH2:37][CH2:38][CH3:39])[CH2:40][CH2:41][CH3:42].[CH3:1][O:2][C:3](=[O:4])[c:5]1[s:6][c:7]([C:11]2=[CH:12][CH2:13][C:14]([CH3:17])([CH3:18])[CH2:15][CH2:16]2)[cH:8][c:9]1[NH2:10].[c:43]1([SiH3:44])[cH:45][cH:46][cH:47][cH:48][cH:49]1.[n:19]1([CH:24]([CH2:25][CH2:26][C:27](=[O:28])[CH3:29])[CH2:30][CH3:31])[n:20][cH:21][n:22][cH:23]1>>[CH3:1][O:2][C:3](=[O:4])[c:5]1[s:6][c:7]([C:11]2=[CH:12][CH2:13][C:14]([CH3:17])([CH3:18])[CH2:15][CH2:16]2)[cH:8][c:9]1[NH:10][CH:27]1[CH2:26][CH2:25][CH:24]([n:19]2[n:20][cH:21][n:22][cH:23]2)[CH2:30][CH2:31]1.